Dataset: the Open Reaction Database (ORD), a public repository of structured organic reaction records. Task: describe an organic reaction: reactants, conditions, products, and yield The reactants are ClCCCN1C(N(C2=C1C=C(C=C2)C)C(=C)C)=O (3-(3-chloropropyl)-1,3-dihydro-5-methyl-1-(1-methylethenyl)-2H-benzimidazol-2-one), Cl.FC1=CC=C(C=C1)C(=O)C1CCNCC1 ((4-fluorophenyl)(4-piperidinyl)methanone hydrochloride), C([O-])([O-])=O.[Na+].[Na+] (sodium carbonate), [I-].[K+] (potassium iodide). The solvent is O (water), O (water), CC(CC(C)=O)C (4-methyl-2-pentanone). The product is FC1=CC=C(C(=O)C2CCN(CC2)CCCN2C(N(C3=C2C=C(C=C3)C)C(=C)C)=O)C=C1 (3-{3-[4-(4-fluorobenzoyl)-1-piperidinyl]propyl}-1,3-dihydro-5-methyl-1-(1-methylethenyl)-2H-benzimidazol-2-one). Yield: 52.0%. Reaction SMILES: Cl[CH2:2][CH2:3][CH2:4][N:5]1[C:9]2[CH:10]=[C:11]([CH3:14])[CH:12]=[CH:13][C:8]=2[N:7]([C:15]([CH3:17])=[CH2:16])[C:6]1=[O:18].Cl.[F:20][C:21]1[CH:26]=[CH:25][C:24]([C:27]([CH:29]2[CH2:34][CH2:33][NH:32][CH2:31][CH2:30]2)=[O:28])=[CH:23][CH:22]=1.C(=O)([O-])[O-].[Na+].[Na+].[I-].[K+]>O.CC(C)CC(=O)C>[F:20][C:21]1[CH:22]=[CH:23][C:24]([C:27]([CH:29]2[CH2:34][CH2:33][N:32]([CH2:2][CH2:3][CH2:4][N:5]3[C:9]4[CH:10]=[C:11]([CH3:14])[CH:12]=[CH:13][C:8]=4[N:7]([C:15]([CH3:17])=[CH2:16])[C:6]3=[O:18])[CH2:31][CH2:30]2)=[O:28])=[CH:25][CH:26]=1 |f:1.2,3.4.5,6.7|. Reported procedure: A mixture of 5.3 parts of 3-(3-chloropropyl)-1,3-dihydro-5-methyl-1-(1-methylethenyl)-2H-benzimidazol-2-one, 4.9 parts of (4-fluorophenyl)(4-piperidinyl)methanone hydrochloride, 8.5 parts of sodium carbonate, 0.2 parts of potassium iodide and 200 parts of 4-methyl-2-pentanone is stirred and refluxed overnight with water-separator. The reaction mixture is cooled, water is added and the layers are separated. The 4-methyl-2-pentanone phase is dried, filtered and evaporated. The residue is purified ... The reactants are CC(=O)N1CCN(CCCO)CC1, ClCCl, COc1cc2c(Oc3ccc4[nH]c(C)cc4c3F)ncnc2cc1O, CC(C)OC(=O)N=NC(=O)OC(C)C, c1ccc(P(c2ccccc2)c2ccccc2)cc1. Yields the product COc1cc2c(Oc3ccc4[nH]c(C)cc4c3F)ncnc2cc1OCCCN1CCN(C(C)=O)CC1. As a reaction SMILES: [C:26]([CH3:27])(=[O:28])[N:29]1[CH2:30][CH2:31][N:32]([CH2:35][CH2:36][CH2:37][OH:38])[CH2:33][CH2:34]1.[CH2:72]([Cl:73])[Cl:74].[F:1][c:2]1[c:3]2[cH:4][c:5]([CH3:25])[nH:6][c:7]2[cH:8][cH:9][c:10]1[O:11][c:12]1[n:13][cH:14][n:15][c:16]2[cH:17][c:18]([OH:24])[c:19]([O:22][CH3:23])[cH:20][c:21]12.[O:58]=[C:59]([O:60][CH:61]([CH3:62])[CH3:63])[N:64]=[N:65][C:66]([O:67][CH:68]([CH3:69])[CH3:70])=[O:71].[c:39]1([P:40]([c:41]2[cH:42][cH:43][cH:44][cH:45][cH:46]2)[c:47]2[cH:48][cH:49][cH:50][cH:51][cH:52]2)[cH:53][cH:54][cH:55][cH:56][cH:57]1>>[F:1][c:2]1[c:3]2[cH:4][c:5]([CH3:25])[nH:6][c:7]2[cH:8][cH:9][c:10]1[O:11][c:12]1[n:13][cH:14][n:15][c:16]2[cH:17][c:18]([O:24][CH2:37][CH2:36][CH2:35][N:32]3[CH2:31][CH2:30][N:29]([C:26]([CH3:27])=[O:28])[CH2:34][CH2:33]3)[c:19]([O:22][CH3:23])[cH:20][c:21]12. The reactants are COC1=C(C=O)C=CC(=C1)OC (2,4-dimethoxybenzaldehyde), N[C@](CO)(C)C1=C(C=CC(=C1)Br)F ((R)-2-amino-2-(5-bromo-2-fluorophenyl)propan-1-ol), C(C)(=O)O[BH-](OC(C)=O)OC(C)=O.[Na+] (sodium triacetoxyborohydride). The solvent is ClCCCl (1,2-dichloroethane). Run at temperature 23 celsius, time 8 hour. Yields the product BrC=1C=CC(=C(C1)[C@@](CO)(C)NCC1=C(C=C(C=C1)OC)OC)F ((R)-2-(5-bromo-2-fluorophenyl)-2-(2,4-dimethoxybenzylamino)propan-1-ol). The yield is 95.4%. As a reaction SMILES: [NH2:1][C@@:2]([C:6]1[CH:11]=[C:10]([Br:12])[CH:9]=[CH:8][C:7]=1[F:13])([CH3:5])[CH2:3][OH:4].[CH3:14][O:15][C:16]1[CH:23]=[C:22]([O:24][CH3:25])[CH:21]=[CH:20][C:17]=1[CH:18]=O.C(O[BH-](OC(=O)C)OC(=O)C)(=O)C.[Na+]>ClCCCl>[Br:12][C:10]1[CH:9]=[CH:8][C:7]([F:13])=[C:6]([C@:2]([NH:1][CH2:18][C:17]2[CH:20]=[CH:21][C:22]([O:24][CH3:25])=[CH:23][C:16]=2[O:15][CH3:14])([CH3:5])[CH2:3][OH:4])[CH:11]=1 |f:2.3|. Procedure: To a solution of (R)-2-amino-2-(5-bromo-2-fluorophenyl)propan-1-ol (9.2 g, 37.1 mmol, Eq: 1.00) in 1,2-dichloroethane (145 ml) was added at 23° C. 2,4-dimethoxybenzaldehyde (6.16 g, 37.1 mmol, Eq: 1) followed by sodium triacetoxyborohydride (15.7 g, 74.2 mmol, Eq: 2.0). The reaction mixture was stirred at 23° C. overnight. The reaction mixture was extracted with sat NaHCO3/CH2Cl2 twice. The combined organic layers were dried over Na2SO4, filtered off and evaporated totally. The residue was purif... The reactants are ClC1=CC=NC2=CC(=C(C=C12)OC)OC (4-Chloro-6,7-dimethoxyquinoline), FC(OC1=CC=C(C(C=O)=C1)O)(F)F (5-trifluoromethoxysalicylaldehyde), O (water). The reagents and catalysts are CN(C1=CC=NC=C1)C (4-dimethylaminopyridine). Run in ClC1=CC=CC=C1 (monochlorobenzene). Conditions: temperature 130 celsius, time 8 hour. The product is COC=1C=C2C(=CC=NC2=CC1OC)OC1=C(C=O)C=C(C=C1)OC(F)(F)F (2-[(6,7-dimethoxy-4-quinolyl)oxy]-5-trifluoromethoxybenzaldehyde). RXN SMILES: Cl[C:2]1[C:11]2[C:6](=[CH:7][C:8]([O:14][CH3:15])=[C:9]([O:12][CH3:13])[CH:10]=2)[N:5]=[CH:4][CH:3]=1.[F:16][C:17]([F:29])([F:28])[O:18][C:19]1[CH:26]=[C:23]([CH:24]=[O:25])[C:22]([OH:27])=[CH:21][CH:20]=1.O>CN(C)C1C=CN=CC=1.ClC1C=CC=CC=1>[CH3:13][O:12][C:9]1[CH:10]=[C:11]2[C:6](=[CH:7][C:8]=1[O:14][CH3:15])[N:5]=[CH:4][CH:3]=[C:2]2[O:27][C:22]1[CH:21]=[CH:20][C:19]([O:18][C:17]([F:16])([F:28])[F:29])=[CH:26][C:23]=1[CH:24]=[O:25]. Reported procedure: 4-Chloro-6,7-dimethoxyquinoline (111 mg), 5-trifluoromethoxysalicylaldehyde (412 mg), and 4-dimethylaminopyridine (244 mg) were suspended in monochlorobenzene (2 ml), and the suspension was stirred at 130° C. overnight. The reaction solution was cooled to room temperature, water was then added to the reaction solution, and the mixture was extracted with ethyl acetate. The ethyl acetate layer was then washed with water and saturated brine and was dried over anhydrous sodium sulfate. The solvent w...